describe an organic reaction: reactants, conditions, products, and yield From a dataset of the Open Reaction Database (ORD), a public repository of structured organic reaction records. Reactants: BrC12CCC(CC1)(CC2)CCCCC (1-bromo-4-pentylbicyclo[2.2.2]octane), FC1=CC=CC(=C1F)OC (2, 3-difluoro-4-methoxybenzene), Cl (hydrochloric acid). The reagents and catalysts are [Fe](Cl)(Cl)Cl (iron(III)chloride). Solvent: [N+](=O)([O-])C1=CC=CC=C1 (nitrobenzene), [N+](=O)([O-])C1=CC=CC=C1 (nitrobenzene), ClCCl (dichloromethane). Run at temperature 80 celsius, time 20 minute. The product is FC1=C(C=CC(=C1F)C12CCC(CC1)(CC2)CCCCC)OC (2, 3-difluoro-1-methoxy-4-(4-pentylbicyclo[2.2.2]octyl)benzene). Isolated yield 43.2%. As a reaction SMILES: Br[C:2]12[CH2:9][CH2:8][C:5]([CH2:10][CH2:11][CH2:12][CH2:13][CH3:14])([CH2:6][CH2:7]1)[CH2:4][CH2:3]2.[F:15][C:16]1[C:21]([F:22])=[C:20]([O:23][CH3:24])[CH:19]=[CH:18][CH:17]=1.Cl>[N+](C1C=CC=CC=1)([O-])=O.ClCCl.[Fe](Cl)(Cl)Cl>[F:22][C:21]1[C:16]([F:15])=[C:17]([C:2]23[CH2:9][CH2:8][C:5]([CH2:10][CH2:11][CH2:12][CH2:13][CH3:14])([CH2:6][CH2:7]2)[CH2:4][CH2:3]3)[CH:18]=[CH:19][C:20]=1[O:23][CH3:24]. Procedure details: A solution of 1-bromo-4-pentylbicyclo[2.2.2]octane (6 g, 23 mmol) in sieve-dried nitrobenzene (100 cm3) is added dropwise to a stirred solution of 2, 3-difluoro-4-methoxybenzene (6 g, 23 mmol) and anhydrous iron(III)chloride (1.2 g, 9 mmol) in sieve-dried nitrobenzene (100 cm3) maintained at 80° C. throughout the addition and overnight. The cooled solution is added to a small volume of hydrochloric acid and stirred for 20 min. The organic layer is separated off and steam-distilled to yield a sol... Reactants: C(C)N(C=1C(=NC2=CC=C(C=C2N1)C(=O)OC)C1=CC=C(C=C1)F)CC (methyl 3-(diethylamino)-2-(4-fluorophenyl)quinoxaline-6-carboxylate), [OH-].[Na+] (NaOH). Run in CO (methanol), O (water). Reaction conditions: time 8 hour. Yields the product C(C)N(C=1C(=NC2=CC=C(C=C2N1)C(=O)O)C1=CC=C(C=C1)F)CC (3-(diethylamino)-2-(4-fluorophenyl)quinoxaline-6-carboxylic acid). Isolated yield 54.6%. Reaction SMILES: [CH2:1]([N:3]([CH2:25][CH3:26])[C:4]1[C:5]([C:18]2[CH:23]=[CH:22][C:21]([F:24])=[CH:20][CH:19]=2)=[N:6][C:7]2[C:12]([N:13]=1)=[CH:11][C:10]([C:14]([O:16]C)=[O:15])=[CH:9][CH:8]=2)[CH3:2].[OH-].[Na+]>CO.O>[CH2:25]([N:3]([CH2:1][CH3:2])[C:4]1[C:5]([C:18]2[CH:19]=[CH:20][C:21]([F:24])=[CH:22][CH:23]=2)=[N:6][C:7]2[C:12]([N:13]=1)=[CH:11][C:10]([C:14]([OH:16])=[O:15])=[CH:9][CH:8]=2)[CH3:26] |f:1.2|. Reported procedure: To a solution of methyl 3-(diethylamino)-2-(4-fluorophenyl)quinoxaline-6-carboxylate (95.0 mg, 0.27 mmol,) in methanol (20 mL) was added a solution of NaOH (20 mg, 0.50 mmol) in water (1 mL). The resulting solution was stirred overnight at room temperature and concentrated in vacuo. The residue was dissolved in water (5 mL) and adjusted to pH 5 with hydrochloric acid (1N). The solids were collected by filtration to afford 3-(diethylamino)-2-(4-fluorophenyl)quinoxaline-6-carboxylic acid as a yell... Starting materials: C(C)OC1(CC1)C1=C(C=C(C=C1)C#C)C(C)(C)C (1-(1-ethoxycyclopropyl)-4-ethynyl-2-tert-butylbenzene), C(C)OC1(CC1)C1=C(C=C(C=C1)C#C)C(C)(C)C (1-(1-ethoxycyclopropyl)-4-ethynyl-2-tert-butylbenzene), C(C1=CC=CC=C1)(=O)O.C(C)OC(C1=CC=C(C=C1)I)=O (ethyl-4-iodo-benzoate benzoate), C(C1=CC=CC=C1)(=O)O.C(C)OC(C1=CC=C(C=C1)I)=O (ethyl-4-iodo-benzoate benzoate). Reagents/catalysts: [Cu]I (copper(I)iodide), Cl[Pd]([P](C1=CC=CC=C1)(C2=CC=CC=C2)C3=CC=CC=C3)([P](C4=CC=CC=C4)(C5=CC=CC=C5)C6=CC=CC=C6)Cl (Dichlorobis(triphenylphosphine)-palladium(II)). Solvent: C(C)N(CC)CC (triethylamine). Run at time 8 hour. Yields the product EtOAc-hexanes, C(C)OC1(CC1)C1=C(C=C(C=C1)C#CC1=CC=C(C(=O)OCC)C=C1)C(C)(C)C (Ethyl 4-[4-(1-ethoxycyclopropyl)-3-tert-butyl-phenylethynyl]-benzoate). Yield: 59.8%. Reaction SMILES: [CH2:1]([O:3][C:4]1([C:7]2[CH:12]=[CH:11][C:10]([C:13]#[CH:14])=[CH:9][C:8]=2[C:15]([CH3:18])([CH3:17])[CH3:16])[CH2:6][CH2:5]1)[CH3:2].C(O)(=O)C1C=CC=CC=1.[CH2:28]([O:30][C:31](=[O:39])[C:32]1[CH:37]=[CH:36][C:35](I)=[CH:34][CH:33]=1)[CH3:29]>C(N(CC)CC)C.[Cu]I.Cl[Pd](Cl)([P](C1C=CC=CC=1)(C1C=CC=CC=1)C1C=CC=CC=1)[P](C1C=CC=CC=1)(C1C=CC=CC=1)C1C=CC=CC=1>[CH2:1]([O:3][C:4]1([C:7]2[CH:12]=[CH:11][C:10]([C:13]#[C:14][C:35]3[CH:36]=[CH:37][C:32]([C:31]([O:30][CH2:28][CH3:29])=[O:39])=[CH:33][CH:34]=3)=[CH:9][C:8]=2[C:15]([CH3:17])([CH3:16])[CH3:18])[CH2:6][CH2:5]1)[CH3:2] |f:1.2,^1:51,70|. Procedure details: Using General Procedure F; 1-(1-ethoxycyclopropyl)-4-ethynyl-2-tert-butylbenzene (Intermediate 112, 70.0 mg, 0.30 mmol) and ethyl-4-iodo benzoate (Reagent A, 85.0 mg, 0.30 mmol) in triethylamine (5 mL) was treated with copper(I)iodide (19.0 mg, 0.01 mmol) and sparged with argon for 5 minutes. Dichlorobis(triphenylphosphine)-palladium(II) (70 mg, 0.01 mmol) was added and the reaction mixture was stirred overnight at room temperature. Column chromatography (1-2% EtOAc-hexanes) afforded 70.0 mg (73... Reactants: OC=1C=NC(=NC1)SC (5-hydroxy-2-methylthiopyrimidine), C([O-])([O-])=O.[K+].[K+] (potassium carbonate), C(C=C)Br (allyl bromide). The solvent is CC(=O)C (acetone). Conditions: time 2 hour. Yields the product C(C=C)OC=1C=NC(=NC1)SC (5-allyloxy-2-methylthiopyrimidine). RXN SMILES: [OH:1][C:2]1[CH:3]=[N:4][C:5]([S:8][CH3:9])=[N:6][CH:7]=1.C(=O)([O-])[O-].[K+].[K+].[CH2:16](Br)[CH:17]=[CH2:18]>CC(C)=O>[CH2:18]([O:1][C:2]1[CH:3]=[N:4][C:5]([S:8][CH3:9])=[N:6][CH:7]=1)[CH:17]=[CH2:16] |f:1.2.3|. Procedure: 4.5 g of 5-hydroxy-2-methylthiopyrimidine, 9.0 g of potassium carbonate and 3.9 g of allyl bromide are together refluxed in 50 ml of acetone, with stirring, for 41/2 hours. The inorganic salts are removed by filtration, and the filtrate is concentrated under reduced pressure. The oil remaining yields, from petroleum ether, 5-allyloxy-2-methylthiopyrimidine, m.p. 41°-42°. The reactants are N1C=CC2=CC(=CC=C12)C=O (1H-indole-5-carbaldehyde), C1(=CC=CC=C1)P(C1=CC=CC=C1)(C1=CC=CC=C1)=CC(=O)OC (methyl (triphenylphosphoranylidene)acetate). Solvent: C(Cl)Cl (DCM). The product is N1C=CC2=CC(=CC=C12)/C=C/C(=O)OC (methyl (2E)-3-(1H-indol-5-yl)acrylate). The yield is 96.4%. Reaction SMILES: [NH:1]1[C:9]2[C:4](=[CH:5][C:6]([CH:10]=O)=[CH:7][CH:8]=2)[CH:3]=[CH:2]1.C1(P(=[CH:31][C:32]([O:34][CH3:35])=[O:33])(C2C=CC=CC=2)C2C=CC=CC=2)C=CC=CC=1>C(Cl)Cl>[NH:1]1[C:9]2[C:4](=[CH:5][C:6](/[CH:10]=[CH:31]/[C:32]([O:34][CH3:35])=[O:33])=[CH:7][CH:8]=2)[CH:3]=[CH:2]1. Procedure: A solution of 1H-indole-5-carbaldehyde (0.217 g, 1.5 mmol) and methyl (triphenylphosphoranylidene)acetate (0.535 g. 1.6 mmol) in DCM (4 mL) was stirred in a flask under reflux overnight, then the solvent was removed under reduced pressure. Purification by silica gel column chromatography, with a mixture of DCM/Hexane 8:2 as eluent system, gave 0.291 g of methyl (2E)-3-(1H-indol-5-yl)acrylate (97% yield). The reactants are C([O-])([O-])=O.[Na+].[Na+] (sodium carbonate), COC=1C=C(C=O)C=CC1 (3-methoxybenzaldehyde), O1CCOC12CCNCC2 (1,4-dioxa-8-azaspiro[4.5]decane), C(C)(=O)O[BH-](OC(C)=O)OC(C)=O.[Na+] (sodium triacetoxyborohydride). Run in C(C)(=O)O (acetic acid), C(Cl)Cl (methylene chloride). Run at time 19 hour. The product is COC=1C=C(CN2CCC3(OCCO3)CC2)C=CC1 (8-(3-methoxybenzyl)-1,4-dioxa-8-azaspiro[4.5]decane). Yield: 94.7%. RXN SMILES: [CH3:1][O:2][C:3]1[CH:4]=[C:5]([CH:8]=[CH:9][CH:10]=1)[CH:6]=O.[O:11]1[C:15]2([CH2:20][CH2:19][NH:18][CH2:17][CH2:16]2)[O:14][CH2:13][CH2:12]1.C(O[BH-](OC(=O)C)OC(=O)C)(=O)C.[Na+].C(=O)([O-])[O-].[Na+].[Na+]>C(Cl)Cl.C(O)(=O)C>[CH3:1][O:2][C:3]1[CH:4]=[C:5]([CH:8]=[CH:9][CH:10]=1)[CH2:6][N:18]1[CH2:19][CH2:20][C:15]2([O:14][CH2:13][CH2:12][O:11]2)[CH2:16][CH2:17]1 |f:2.3,4.5.6|. Procedure: A mixture of 3-methoxybenzaldehyde (10.0 g, 73.4 mmol), 1,4-dioxa-8-azaspiro[4.5]decane (10.5 g, 73.4 mmol), sodium triacetoxyborohydride (20.2 g, 95.3 mmol), and acetic acid (4.2 mL), in methylene chloride (400 mL), was stirred at ambient temperature. After 19 h, a 2 N aqueous sodium carbonate solution (220 mL) was added portionwise. After stirring for 15 min, the aqueous layer was separated and extracted with methylene chloride (100 mL). The combined organic layers were washed with brine (100 ...